Dataset: the Open Reaction Database (ORD), a public repository of structured organic reaction records. Task: describe an organic reaction: reactants, conditions, products, and yield The reactants are FC1=CC=C(C=C1)OC(N(C)[C@H]1CN(C[C@@H]1C1=CC(=C(C=C1)Cl)Cl)C(=O)C1CCNCC1)=O (rac-[(3R,4S)-4-(3,4-dichloro-phenyl)-1-(piperidine-4-carbonyl)-pyrrolidin-3-yl]-methyl-carbamic acid 4-fluoro-phenyl ester), O1CCC(CC1)N1CCC(CC1)C(=O)O (1-(tetrahydro-pyran-4-yl)-piperidine-4-carboxylic acid). Yields the product FC1=CC=C(C=C1)OC(N(C)[C@H]1CN(C[C@@H]1C1=CC(=C(C=C1)Cl)Cl)C(=O)C1CCN(CC1)C1CCOCC1)=O (rac-{(3R,4S)-4-(3,4-Dichloro-phenyl)-1-[1-(tetrahydro-pyran-4-yl)-piperidine-4-carbonyl]-pyrrolidin-3-yl}-methyl-carbamic acid 4-fluoro-phenyl ester). Reported procedure: In analogy to the procedure described for the synthesis of example 44 (step c), the title compound rac-{(3R,4S)-4-(3,4-Dichloro-phenyl)-1-[1-(tetrahydro-pyran-4-yl)-piperidine-4-carbonyl]-pyrrolidin-3-yl}-methyl-carbamic acid 4-fluoro-phenyl ester was prepared from rac-[(3R,4S)-4-(3,4-dichloro-phenyl)-1-(piperidine-4-carbonyl)-pyrrolidin-3-yl]-methyl-carbamic acid 4-fluoro-phenyl ester using 1-(tetrahydro-pyran-4-yl)-piperidine-4-carboxylic acid instead of 1-methylcyclopropane-1-carboxylic acid ... RXN SMILES: [F:1][C:2]1[CH:7]=[CH:6][C:5]([O:8][C:9](=[O:33])[N:10]([C@@H:12]2[C@@H:16]([C:17]3[CH:22]=[CH:21][C:20]([Cl:23])=[C:19]([Cl:24])[CH:18]=3)[CH2:15][N:14]([C:25]([CH:27]3[CH2:32][CH2:31][NH:30][CH2:29][CH2:28]3)=[O:26])[CH2:13]2)[CH3:11])=[CH:4][CH:3]=1.[O:34]1[CH2:39][CH2:38][CH:37](N2CCC(C(O)=O)CC2)[CH2:36][CH2:35]1>>[F:1][C:2]1[CH:7]=[CH:6][C:5]([O:8][C:9](=[O:33])[N:10]([C@@H:12]2[C@@H:16]([C:17]3[CH:22]=[CH:21][C:20]([Cl:23])=[C:19]([Cl:24])[CH:18]=3)[CH2:15][N:14]([C:25]([CH:27]3[CH2:32][CH2:31][N:30]([CH:37]4[CH2:38][CH2:39][O:34][CH2:35][CH2:36]4)[CH2:29][CH2:28]3)=[O:26])[CH2:13]2)[CH3:11])=[CH:4][CH:3]=1.